From a dataset of the Open Reaction Database (ORD), a public repository of structured organic reaction records. describe an organic reaction: reactants, conditions, products, and yield Reactants: COC1=CC(=NC=C1)CCC1=NC=2C(=NC=C(C2)I)N1 (2-[2-(4-methoxypyridin-2-yl)ethyl]-6iodo-3H-imidazo[4,5-b]pyridine), COC1=CC(=NC=C1)CCC1=NC=2C(=NC=C(C2)I)N1 (2-[2-(4-methoxypyridin-2-yl)ethyl]-6iodo-3H-imidazo[4,5-b]pyridine), C([O-])([O-])=O.[K+].[K+] (potassium carbonate), [Cl-].[Li+] (lithium chloride), BrC1=CC=C(C=C1)S(=O)(=O)N1CCN(CC1)C (1-(4-bromo-benzene-sulfonyl)-4-methyl-piperazine), bis-(pinacolato)-diboron, [1,1′-bis(diphenyl-phosphino)ferrocene]palladium-dichloride, C(C)(=O)[O-].[K+] (potassium acetate). Reagents/catalysts: [Pd].C1(=CC=CC=C1)P(C1=CC=CC=C1)C1=CC=CC=C1.C1(=CC=CC=C1)P(C1=CC=CC=C1)C1=CC=CC=C1.C1(=CC=CC=C1)P(C1=CC=CC=C1)C1=CC=CC=C1.C1(=CC=CC=C1)P(C1=CC=CC=C1)C1=CC=CC=C1 (tetrakis(triphenylphosphine)-palladium(0)), C1(=CC=CC=C1)P([C-]1C=CC=C1)C1=CC=CC=C1.[C-]1(C=CC=C1)P(C1=CC=CC=C1)C1=CC=CC=C1.[Fe+2] (1,1′-bis-(diphenylphosphino)-ferrocene). Solvent: O (water), O (water), O1CCOCC1 (dioxane), O1CCOCC1 (dioxane). Run at temperature 90 celsius. Yields the product COC1=CC(=NC=C1)CCC1=NC=2C(=NC=C(C2)C2=CC=C(C=C2)S(=O)(=O)N2CCN(CC2)C)N1 (2-[2-(4Methoxypyridin-2-yl)ethyl]-6-[4-(4-methylpiperazin-1-yl-sulfonyl)-phenyl]-3H-imidazo-[4,5-b]pyridine). The yield is 45.2%. Reaction SMILES: Br[C:2]1[CH:7]=[CH:6][C:5]([S:8]([N:11]2[CH2:16][CH2:15][N:14]([CH3:17])[CH2:13][CH2:12]2)(=[O:10])=[O:9])=[CH:4][CH:3]=1.C([O-])(=O)C.[K+].[CH3:23][O:24][C:25]1[CH:30]=[CH:29][N:28]=[C:27]([CH2:31][CH2:32][C:33]2[NH:42][C:36]3=[N:37][CH:38]=[C:39](I)[CH:40]=[C:35]3[N:34]=2)[CH:26]=1.C(=O)([O-])[O-].[K+].[K+].[Cl-].[Li+]>O1CCOCC1.O.C1(P(C2C=CC=CC=2)[C-]2C=CC=C2)C=CC=CC=1.[C-]1(P(C2C=CC=CC=2)C2C=CC=CC=2)C=CC=C1.[Fe+2].[Pd].C1(P(C2C=CC=CC=2)C2C=CC=CC=2)C=CC=CC=1.C1(P(C2C=CC=CC=2)C2C=CC=CC=2)C=CC=CC=1.C1(P(C2C=CC=CC=2)C2C=CC=CC=2)C=CC=CC=1.C1(P(C2C=CC=CC=2)C2C=CC=CC=2)C=CC=CC=1>[CH3:23][O:24][C:25]1[CH:30]=[CH:29][N:28]=[C:27]([CH2:31][CH2:32][C:33]2[NH:42][C:36]3=[N:37][CH:38]=[C:39]([C:2]4[CH:7]=[CH:6][C:5]([S:8]([N:11]5[CH2:16][CH2:15][N:14]([CH3:17])[CH2:13][CH2:12]5)(=[O:10])=[O:9])=[CH:4][CH:3]=4)[CH:40]=[C:35]3[N:34]=2)[CH:26]=1 |f:1.2,4.5.6,7.8,11.12.13,14.15.16.17.18|. Procedure details: A mixture of 1.12 g of 1-(4-bromo-benzene-sulfonyl)-4-methyl-piperazine, 0.978 g of bis-(pinacolato)-diboron, 0.06 g of 1,1′-bis-(diphenylphosphino)-ferrocene, 0.077 g of [1,1′-bis(diphenyl-phosphino)ferrocene]palladium-dichloride (complex with CH2Cl2), 1.03 g of potassium acetate in 40 ml of degassed dioxane are heated to 90° C. under N2for 8 hours. To the resulting mixture 15 ml of degassed dioxane, 0.931 g of 2-[2-(4-methoxypyridin-2-yl)ethyl]-6iodo-3H-imidazo[4,5-b]pyridine (starting materia...